This data is from the Open Reaction Database (ORD), a public repository of structured organic reaction records. The task is: describe an organic reaction: reactants, conditions, products, and yield Starting materials: ClC1=CC=C(C=C1)C(C=1C(=NN(C1)C(C)C)C(=O)OCC)O (ethyl 4-((4-chlorophenyl)(hydroxy)methyl)-1-isopropyl-1H-pyrazole-3-carboxylate), NC=1C=C(C(N(C1)C)=O)Cl (5-amino-3-chloro-1-methylpyridin-2(1H)-one). Run in CCOC(=O)C (EtOAc). Yields the product ClC1=CC(=CN(C1=O)C)NC(C=1C(=NN(C1)C(C)C)C(=O)OCC)C1=CC=C(C=C1)Cl (Ethyl 4-(((5-chloro-1-methyl-6-oxo-1,6-dihydropyridin-3-yl)amino)(4-chlorophenyl)-methyl)-1-isopropyl-1H-pyrazole-3-carboxylate). Reaction SMILES: [Cl:1][C:2]1[CH:7]=[CH:6][C:5]([CH:8](O)[C:9]2[C:10]([C:17]([O:19][CH2:20][CH3:21])=[O:18])=[N:11][N:12]([CH:14]([CH3:16])[CH3:15])[CH:13]=2)=[CH:4][CH:3]=1.[NH2:23][C:24]1[CH:25]=[C:26]([Cl:32])[C:27](=[O:31])[N:28]([CH3:30])[CH:29]=1>CCOC(C)=O>[Cl:32][C:26]1[C:27](=[O:31])[N:28]([CH3:30])[CH:29]=[C:24]([NH:23][CH:8]([C:5]2[CH:6]=[CH:7][C:2]([Cl:1])=[CH:3][CH:4]=2)[C:9]2[C:10]([C:17]([O:19][CH2:20][CH3:21])=[O:18])=[N:11][N:12]([CH:14]([CH3:16])[CH3:15])[CH:13]=2)[CH:25]=1. Procedure details: The title compound was prepared in analogy to the procedure described in Step 10.3 using ethyl 4-((4-chlorophenyl)(hydroxy)methyl)-1-isopropyl-1H-pyrazole-3-carboxylate (Step 41.3) and 5-amino-3-chloro-1-methylpyridin-2(1H)-one (Step 5.2). tR: 4.65 min (HPLC 1); tR: 1.07 min (LC-MS 2); ESI-MS: 463 [M+H]+ (LC-MS 2); Rf=0.30 (EtOAc). Starting materials: [OH-].[Na+] (NaOH), FC1=CC=C(C=C1)C=1N=C(NC1C1=CC=NC=C1)C1=CC=C(C(=O)O)C=C1 (4-[4-(4-fluorophenyl)-5-(4-pyridyl)-1H-imidazol-2-yl]benzoic acid), [Na] (sodium), CO (MeOH). The reagents and catalysts are Cl (HCl). Product: FC1=CC=C(C=C1)C=1N=C(NC1C1=CC=NC=C1)C1=CC=C(C(=O)OC)C=C1 (Methyl 4-[4-(4-fluorophenyl)-5-(4-pyridyl)-1H-imidazol-2-yl]-benzoate), solid. The yield is 76.0%. As a reaction SMILES: [F:1][C:2]1[CH:7]=[CH:6][C:5]([C:8]2[N:9]=[C:10]([C:19]3[CH:27]=[CH:26][C:22]([C:23]([OH:25])=[O:24])=[CH:21][CH:20]=3)[NH:11][C:12]=2[C:13]2[CH:18]=[CH:17][N:16]=[CH:15][CH:14]=2)=[CH:4][CH:3]=1.[Na].[OH-].[Na+].[CH3:31]O>Cl>[F:1][C:2]1[CH:3]=[CH:4][C:5]([C:8]2[N:9]=[C:10]([C:19]3[CH:27]=[CH:26][C:22]([C:23]([O:25][CH3:31])=[O:24])=[CH:21][CH:20]=3)[NH:11][C:12]=2[C:13]2[CH:18]=[CH:17][N:16]=[CH:15][CH:14]=2)=[CH:6][CH:7]=1 |f:2.3,^1:27|. Procedure details: A mixture containing 4-[4-(4-fluorophenyl)-5-(4-pyridyl)-1H-imidazol-2-yl]benzoic acid, sodium salt (0.20 g, 0.5 mmol) [See Ex. 9 above] and concentrated HCl (10 drops) in MeOH (5 mL) was heated at reflux for 8 h. After cooling, the pH was adjusted to neutral by the addition of 2.5 N NaOH, and the solid which formed was collected by filtration, washed with H2O and dried in vacuo. The title compound was obtained as a yellow solid (0.14 g, 76%) and was recrystallized from EtOAc/CH2Cl2; 1H NMR (CDC... Reactants: O1CCN(C2=C1C=CC=C2)CCOC2=CC=C(C=C2)CC(C(=O)OC)OCC (Methyl 3-[4-[2-(2,3-dihydro-1,4-benzoxazin-4-yl)ethoxy]phenyl]-2-ethoxypropanoate), [OH-].[Na+] (sodium hydroxide). Solvent: CO (methanol). Conditions: temperature 25 celsius, time 3 hour. Product: O1CCN(C2=C1C=CC=C2)CCOC2=CC=C(C=C2)CC(C(=O)O)OCC (3-[4-[2-(2,3-Dihydro-1,4-benzoxazin-4-yl)ethoxy]phenyl]-2-ethoxypropanoic acid). Yield: 66.2%. RXN SMILES: [O:1]1[C:6]2[CH:7]=[CH:8][CH:9]=[CH:10][C:5]=2[N:4]([CH2:11][CH2:12][O:13][C:14]2[CH:19]=[CH:18][C:17]([CH2:20][CH:21]([O:26][CH2:27][CH3:28])[C:22]([O:24]C)=[O:23])=[CH:16][CH:15]=2)[CH2:3][CH2:2]1.[OH-].[Na+]>CO>[O:1]1[C:6]2[CH:7]=[CH:8][CH:9]=[CH:10][C:5]=2[N:4]([CH2:11][CH2:12][O:13][C:14]2[CH:15]=[CH:16][C:17]([CH2:20][CH:21]([O:26][CH2:27][CH3:28])[C:22]([OH:24])=[O:23])=[CH:18][CH:19]=2)[CH2:3][CH2:2]1 |f:1.2|. Reported procedure: To a solution of methyl 3-[4-[2-(2,3-dihydro-1,4-benzoxazin-4-yl)ethoxy]phenyl]-2-ethoxy propanoate (4.7 g, 12.2 mmol) obtained in example 2 in methanol (50 mL) was added aqueous 10% sodium hydroxide (28 mL). The mixture was stirred at 25° C. for 3h. The solvent was removed under reduced pressure and the residue was acidified with 2N hydrochloric acid extracted with ethyl acetate (×100 mL). The combined ethyl acetate layers were washed with water (75 mL), brine (50 mL), dried (Na2SO4), filtered ... Reactants: NC1=NC(=C2NC=NC2=N1)Cl (2-Amino-6-chloropurine), [H-].[Na+] (sodium hydride), C(C)(C)OP(=O)(OC(C)C)CO[C@H](COS(=O)(=O)C)C ((S)-2-O-[(diisopropylphosphono)methyl]-1-O-methanesulfonyl-1,2-propanediol). Run in CN(C=O)C (dimethylformamide), CN(C=O)C (dimethylformamide). Conditions: temperature 100 celsius, time 30 minute. The product is NC1=NC(=C2N=CN(C2=N1)C[C@H](C)OCP(=O)(OC(C)C)OC(C)C)Cl ((S)-2-Amino-6-chloro-9-[2-[(diisopropylphosphono)methoxy]propyl]purine). The yield is 62.1%. Reaction SMILES: [NH2:1][C:2]1[N:10]=[C:9]2[C:5]([NH:6][CH:7]=[N:8]2)=[C:4]([Cl:11])[N:3]=1.[H-].[Na+].[CH:14]([O:17][P:18]([CH2:24][O:25][C@@H:26]([CH3:33])[CH2:27]OS(C)(=O)=O)([O:20][CH:21]([CH3:23])[CH3:22])=[O:19])([CH3:16])[CH3:15]>CN(C)C=O>[NH2:1][C:2]1[N:10]=[C:9]2[C:5]([N:6]=[CH:7][N:8]2[CH2:33][C@@H:26]([O:25][CH2:24][P:18]([O:20][CH:21]([CH3:23])[CH3:22])([O:17][CH:14]([CH3:16])[CH3:15])=[O:19])[CH3:27])=[C:4]([Cl:11])[N:3]=1 |f:1.2|. Procedure: 2-Amino-6-chloropurine (1.40 g, 8.3 mmol) was added portionwise to a slurry of sodium hydride (0.25 g, 80% dispersion in oil, 8.3 mmol) in dimethylformamide (50 mL) at room temperature. Vigorous bubbling was noted during the addition. After 30 minutes, the clear, yellow solution was treated with a solution of (S)-2-O-[(diisopropylphosphono)methyl]-1-O-methanesulfonyl-1,2-propanediol (2.50 g, 7.5 mmol) in dimethylformamide (5 mL), and the reaction mixture was heated to 100° C. After 5 hours, the ... Product: CCOCc1nc2cnc3ccccc3c2n1CCCC1(O)CCCCC1. The reactants are CCOCc1nc2cnc3ccccc3c2n1CCCC1(O[Si](C)(C)C(C)(C)C)CCCCC1, CO, Cl. RXN SMILES: [C:2]([Si:3]([CH3:4])([CH3:5])[O:7][C:8]1([CH2:14][CH2:15][CH2:16][n:17]2[c:18]([CH2:30][O:31][CH2:32][CH3:33])[n:19][c:20]3[cH:21][n:22][c:23]4[cH:24][cH:25][cH:26][cH:27][c:28]4[c:29]23)[CH2:9][CH2:10][CH2:11][CH2:12][CH2:13]1)([CH3:6])([CH3:34])[CH3:35].[CH3:36][OH:37].[ClH:1]>>[OH:7][C:8]1([CH2:14][CH2:15][CH2:16][n:17]2[c:18]([CH2:30][O:31][CH2:32][CH3:33])[n:19][c:20]3[cH:21][n:22][c:23]4[cH:24][cH:25][cH:26][cH:27][c:28]4[c:29]23)[CH2:9][CH2:10][CH2:11][CH2:12][CH2:13]1. The reactants are C(C)OC(C(=O)O)CC1=CC=C(C=C1)OCCN1COC2=C(C1=O)C=CC=C2 ((±)-2-ethoxy-3-[4-[2-[4-oxo-3,4-dihydro-1,3-benzoxazin-3-yl]ethoxy]phenyl]propanoic acid), C[O-].[Na+] (sodium methoxide), C(C)OCC (Diethylether). Solvent: CO (methanol), CO (methanol). Conditions: time 1 hour. Product: C(C)OC(C(=O)[O-])CC1=CC=C(C=C1)OCCN1COC2=C(C1=O)C=CC=C2.[Na+] ((±)-Sodium 2-ethoxy-3-[4-[2-[4-oxo-3,4-dihydro-1,3-benzoxazin-3-yl]ethoxy]phenyl]propanoate). Yield: 80.2%. As a reaction SMILES: [CH2:1]([O:3][CH:4]([CH2:8][C:9]1[CH:14]=[CH:13][C:12]([O:15][CH2:16][CH2:17][N:18]2[C:23](=[O:24])[C:22]3[CH:25]=[CH:26][CH:27]=[CH:28][C:21]=3[O:20][CH2:19]2)=[CH:11][CH:10]=1)[C:5]([OH:7])=[O:6])[CH3:2].C[O-].[Na+:31].C(OCC)C>CO>[CH2:1]([O:3][CH:4]([CH2:8][C:9]1[CH:10]=[CH:11][C:12]([O:15][CH2:16][CH2:17][N:18]2[C:23](=[O:24])[C:22]3[CH:25]=[CH:26][CH:27]=[CH:28][C:21]=3[O:20][CH2:19]2)=[CH:13][CH:14]=1)[C:5]([O-:7])=[O:6])[CH3:2].[Na+:31] |f:1.2,5.6|. Reported procedure: To a stirred suspension of (±)-2-ethoxy-3-[4-[2-[4-oxo-3,4-dihydro-1,3-benzoxazin-3-yl]ethoxy]phenyl]propanoic acid (100 mg, 0.26 mmol), obtained in Example 3 in methanol (3 mL) was added a solution of sodium methoxide (54 mg, 1.0 mmol) in methanol (1 mL) dropwise at 30° C. The reaction mixture was stirred for further 1 h. Diethylether (5 mL) was added and the white solid precipitated was filtered and dried to afford the title compound (85 mg, 80%): mp 186-188° C. Starting materials: O1CC1CCCC (1,2-Epoxyhexane), organocopper, C(C(C)=C)Cl (Methallylchloride), [Li]C (MeLi), organocopper, C(C=C)Cl (allyl chloride), C(C=C)Cl (allyl chloride). Run in C1CCOC1 (THF). Reaction conditions: temperature -78 celsius, time 10 minute. Product: CC(=C)CCC(CCCC)O (2-methyl-1-nonen-5-ol). Yield: 67.3%. Reaction SMILES: [CH2:1](Cl)[C:2](=[CH2:4])[CH3:3].C(Cl)C=C.[Li]C.[O:12]1[CH:14]([CH2:15][CH2:16][CH2:17][CH3:18])[CH2:13]1>C1COCC1>[CH3:3][C:2]([CH2:1][CH2:13][CH:14]([OH:12])[CH2:15][CH2:16][CH2:17][CH3:18])=[CH2:4]. Procedure details: Methallylchloride (3.16 mmol) was weighed into an 8 ml vial, sealed with a septum and placed under argon. THF (2 to 4 ml) was added to the vial and the allyl chloride solution was cooled to -78° C. The allyl chloride was added rapidly via a cannula to a suspension of the zerovalentcopper species prepared according to the procedure of Example 1 (7.96 mmol)at -100° C. and stirred for 10 min. MeLi (6.30 mmol) was added to the newly formed organocopper solution at -90° C. and stirred for 15 min. 1,2...